From a dataset of the Open Reaction Database (ORD), a public repository of structured organic reaction records. describe an organic reaction: reactants, conditions, products, and yield Reactants: FC(C(=O)O)(F)F (Trifluoroacetic acid), FC1=C(C=CC(=C1OC1=CC=CC2=CC=CC=C12)[N+](=O)[O-])C(C(=O)OC(C)(C)C)C(=O)OC(C)(C)C (bis(1,1-dimethylethyl) [2-fluoro-3-(1-naphthalenyloxy)-4-nitrophenyl]propanedioate). The solvent is ClCCl (dichloromethane), C(C)(=O)OCC (ethyl acetate), O (water). Conditions: temperature 45 celsius. The product is FC1=C(C=CC(=C1OC1=CC=CC2=CC=CC=C12)[N+](=O)[O-])CC(=O)O ([2-fluoro-3-(1-naphthalenyloxy)-4-nitrophenyl]acetic acid). Yield: 100.0%. RXN SMILES: FC(F)(F)C(O)=O.[F:8][C:9]1[C:14]([O:15][C:16]2[C:25]3[C:20](=[CH:21][CH:22]=[CH:23][CH:24]=3)[CH:19]=[CH:18][CH:17]=2)=[C:13]([N+:26]([O-:28])=[O:27])[CH:12]=[CH:11][C:10]=1[CH:29](C(OC(C)(C)C)=O)[C:30]([O:32]C(C)(C)C)=[O:31]>ClCCl.C(OCC)(=O)C.O>[F:8][C:9]1[C:14]([O:15][C:16]2[C:25]3[C:20](=[CH:21][CH:22]=[CH:23][CH:24]=3)[CH:19]=[CH:18][CH:17]=2)=[C:13]([N+:26]([O-:28])=[O:27])[CH:12]=[CH:11][C:10]=1[CH2:29][C:30]([OH:32])=[O:31]. Procedure details: Trifluoroacetic acid (30 mL, 389 mmol) was added to a solution of bis(1,1-dimethylethyl) [2-fluoro-3-(1-naphthalenyloxy)-4-nitrophenyl]propanedioate (22.89, g, 46 mmol) in dichloromethane (250 mL). the mixture was heated under a reflux condenser at 45° C. for 4 hrs. The reaction mixture was cooled to room temperature and diluted with ethyl acetate and water. The organic layer was dried over sodium sulfate and concentrated to give the title compound (15.70 g, 100%). 1H NMR (400 MHz, chloroform-d)... Starting materials: CC=1C=C(C=NC1CCC(F)(F)F)C(C)=O (1-(5-methyl-6-(3,3,3-trifluoropropyl)pyridin-3-yl)ethanone), CC(C)(C)[S@@](=O)N ((R)-2-methylpropane-2-sulfinamide), Amine-1. Yields the product CC(C)(C)[S@@](=O)NC(C)C=1C=NC(=C(C1)C)CCC(F)(F)F ((R)-2-methyl-N-(1-(5-methyl-6-(3,3,3-trifluoropropyl)pyridin-3-yl)ethyl)propane-2-sulfinamide). Isolated yield 57.0%. RXN SMILES: [CH3:1][C:2]1[CH:3]=[C:4]([C:14](=O)[CH3:15])[CH:5]=[N:6][C:7]=1[CH2:8][CH2:9][C:10]([F:13])([F:12])[F:11].[CH3:17][C:18]([S@:21]([NH2:23])=[O:22])([CH3:20])[CH3:19]>>[CH3:17][C:18]([S@:21]([NH:23][CH:14]([C:4]1[CH:5]=[N:6][C:7]([CH2:8][CH2:9][C:10]([F:13])([F:12])[F:11])=[C:2]([CH3:1])[CH:3]=1)[CH3:15])=[O:22])([CH3:20])[CH3:19]. Reported procedure: The title compound is prepared in 57% yield (700 mg, white solid) from 1-(5-methyl-6-(3,3,3-trifluoropropyl)pyridin-3-yl)ethanone (850 mg, 3.68 mmol, Step-5) and (R)-2-methylpropane-2-sulfinamide (668 mg, 5.51 mmol) in a similar manner to Step-4 of Amine-1. Reactants: Cl (HCl), [OH-].[K+] (potassium hydroxide), C(N)(=O)C1=C(N=C(C(=N1)C1=CC=C(C=C1)C1=C(C=C(C=C1)CC(=O)NCC(=O)OC)Cl)C)C (methyl 2-(2-(4′-(6-carbamoyl-3,5-dimethylpyrazin-2-yl)-2-chlorobiphenyl-4-yl)acetamido)acetate), C(N)(=O)C1=C(N=C(C(=N1)C1=CC=C(C=C1)C1=C(C=C(C=C1)CC(=O)NCC(=O)OC)Cl)C)C (methyl 2-(2-(4′-(6-carbamoyl-3,5-dimethylpyrazin-2-yl)-2-chlorobiphenyl-4-yl)acetamido)acetate). The solvent is C(C)(C)(C)O (tert-butanol). Run at temperature 45 celsius, time 150 minute. Yields the product C(N)(=O)C1=C(N=C(C(=N1)C1=CC=C(C=C1)C1=C(C=C(C=C1)CC(=O)NCC(=O)O)Cl)C)C (2-(2-(4′-(6-carbamoyl-3,5-dimethylpyrazin-2-yl)-2-chlorobiphenyl-4-yl)acetamido)acetic acid). Yield: 19.9%. RXN SMILES: [OH-].[K+].[C:3]([C:6]1[N:11]=[C:10]([C:12]2[CH:17]=[CH:16][C:15]([C:18]3[CH:23]=[CH:22][C:21]([CH2:24][C:25]([NH:27][CH2:28][C:29]([O:31]C)=[O:30])=[O:26])=[CH:20][C:19]=3[Cl:33])=[CH:14][CH:13]=2)[C:9]([CH3:34])=[N:8][C:7]=1[CH3:35])(=[O:5])[NH2:4].Cl>C(O)(C)(C)C>[C:3]([C:6]1[N:11]=[C:10]([C:12]2[CH:17]=[CH:16][C:15]([C:18]3[CH:23]=[CH:22][C:21]([CH2:24][C:25]([NH:27][CH2:28][C:29]([OH:31])=[O:30])=[O:26])=[CH:20][C:19]=3[Cl:33])=[CH:14][CH:13]=2)[C:9]([CH3:34])=[N:8][C:7]=1[CH3:35])(=[O:5])[NH2:4] |f:0.1|. Reported procedure: Powdered potassium hydroxide (106 mg, 1.89 mmol) was added in one portion to methyl 2-(2-(4′-(6-carbamoyl-3,5-dimethylpyrazin-2-yl)-2-chlorobiphenyl-4-yl)acetamido)acetate (Intermediate 20-1; 294 mg, 0.63 mmol) in tert-butanol (4062 μL) at 45° C. The resulting solution was stirred at 45° C. for 150 minutes, a thick white suspension slowly precipitate formed. 2M HCl (5 mL) was added and the mixture was evaporated to remove the organic solvent. The reaction mixture was diluted with EtOAc and water... Starting materials: NC1=NC(=C(C(=N1)OS(=O)(=O)C(F)(F)F)[N+](=O)[O-])C=1OC=CC1 (trifluoro-methanesulfonic acid 2-amino-6-furan-2-yl-5-nitro-pyrimidin-4-yl ester), C(C1=CC=CC=C1)S (benzylmercaptan), C1CCC2=NCCCN2CC1 (DBU). The solvent is COCCOC (DME). The product is C(C1=CC=CC=C1)SC1=NC(=NC(=C1[N+](=O)[O-])C=1OC=CC1)N (4-Benzylsulfanyl-6-furan-2-yl-5-nitro-pyrimidin-2-yl-amine). Reaction SMILES: [NH2:1][C:2]1[N:7]=[C:6](OS(C(F)(F)F)(=O)=O)[C:5]([N+:16]([O-:18])=[O:17])=[C:4]([C:19]2[O:20][CH:21]=[CH:22][CH:23]=2)[N:3]=1.[CH2:24]([SH:31])[C:25]1[CH:30]=[CH:29][CH:28]=[CH:27][CH:26]=1.C1CCN2C(=NCCC2)CC1>COCCOC>[CH2:24]([S:31][C:6]1[C:5]([N+:16]([O-:18])=[O:17])=[C:4]([C:19]2[O:20][CH:21]=[CH:22][CH:23]=2)[N:3]=[C:2]([NH2:1])[N:7]=1)[C:25]1[CH:30]=[CH:29][CH:28]=[CH:27][CH:26]=1. Procedure: From trifluoro-methanesulfonic acid 2-amino-6-furan-2-yl-5-nitro-pyrimidin-4-yl ester, benzylmercaptan and DBU in DME. ES-MS m/e (%): 329 (M+H+, 100). Starting materials: Cc1cc(Br)ccc1C(C#N)Cc1cccnc1, COCCCc1ccccc1B(O)O, COCCOC, O. Yields the product COCCCc1ccccc1-c1ccc(C(C#N)Cc2cccnc2)c(C)c1. As a reaction SMILES: [Br:1][c:2]1[cH:3][c:4]([CH3:18])[c:5]([CH:8]([C:9]#[N:10])[CH2:11][c:12]2[cH:13][n:14][cH:15][cH:16][cH:17]2)[cH:6][cH:7]1.[CH3:19][O:20][CH2:21][CH2:22][CH2:23][c:24]1[c:25]([B:30]([OH:31])[OH:32])[cH:26][cH:27][cH:28][cH:29]1.[CH3:33][O:34][CH2:35][CH2:36][O:37][CH3:38].[OH2:39]>>[c:2]1(-[c:25]2[c:24]([CH2:23][CH2:22][CH2:21][O:20][CH3:19])[cH:29][cH:28][cH:27][cH:26]2)[cH:3][c:4]([CH3:18])[c:5]([CH:8]([C:9]#[N:10])[CH2:11][c:12]2[cH:13][n:14][cH:15][cH:16][cH:17]2)[cH:6][cH:7]1. Starting materials: CCOC(C)=O, ClCCl, O=C(c1ccc([N+](=O)[O-])cc1NS(=O)(=O)c1cccc2nsnc12)N1CCCCC1. The product is Nc1ccc(C(=O)N2CCCCC2)c(NS(=O)(=O)c2cccc3nsnc23)c1. As a reaction SMILES: [CH3:31][CH2:32][O:33][C:34]([CH3:35])=[O:36].[Cl:37][CH2:38][Cl:39].[N+:1]([O-:2])(=[O:3])[c:4]1[cH:5][cH:6][c:7]([C:23](=[O:24])[N:25]2[CH2:26][CH2:27][CH2:28][CH2:29][CH2:30]2)[c:8]([NH:10][S:11](=[O:12])(=[O:13])[c:14]2[cH:15][cH:16][cH:17][c:18]3[c:19]2[n:20][s:21][n:22]3)[cH:9]1>>[NH2:1][c:4]1[cH:5][cH:6][c:7]([C:23](=[O:24])[N:25]2[CH2:26][CH2:27][CH2:28][CH2:29][CH2:30]2)[c:8]([NH:10][S:11](=[O:12])(=[O:13])[c:14]2[cH:15][cH:16][cH:17][c:18]3[c:19]2[n:20][s:21][n:22]3)[cH:9]1. Product: COc1cc(OC)c(-c2nc(C)c(-c3cccnc3)[nH]2)cc1Br. The reactants are Br, COc1ccc(-c2nc(C)c(-c3cccnc3)[nH]2)c(OC)c1, CC(=O)O, [Na+], [OH-]. As a reaction SMILES: [BrH:23].[CH3:1][O:2][c:3]1[c:4](-[c:11]2[nH:12][c:13](-[c:17]3[cH:18][n:19][cH:20][cH:21][cH:22]3)[c:14]([CH3:16])[n:15]2)[cH:5][cH:6][c:7]([O:9][CH3:10])[cH:8]1.[CH3:26][C:27](=[O:28])[OH:29].[Na+:25].[OH-:24]>>[CH3:1][O:2][c:3]1[c:4](-[c:11]2[nH:12][c:13](-[c:17]3[cH:18][n:19][cH:20][cH:21][cH:22]3)[c:14]([CH3:16])[n:15]2)[cH:5][c:6]([Br:23])[c:7]([O:9][CH3:10])[cH:8]1. The reactants are C1(=CC=CC=C1)O (phenol), C1=C(C=CC=C1O)C (m-cresol), C=O (formaldehyde), OC1=CC=C(C=C1)C(C)(C)C1=CC=C(C=C1)O (bisphenol A), C1=CC(=CC=C1O)C (p-cresol). Yields the product C1(=CC=CC=C1)O.C=O (phenol formaldehyde). As a reaction SMILES: [C:1]1([OH:7])[CH:6]=[CH:5][CH:4]=[CH:3][CH:2]=1.[OH:8][C:9]1C=CC(C(C2C=CC(O)=CC=2)(C)C)=CC=1.C1C(O)=CC=C(C)C=1.C1C(O)=CC=CC=1C.C=O>>[C:1]1([OH:7])[CH:6]=[CH:5][CH:4]=[CH:3][CH:2]=1.[CH2:9]=[O:8] |f:5.6|. Reported procedure: Mixed phenol composed of 75% by weight of bisphenol A, 15% by weight of p-cresol and 10% by weight of m-cresol was reacted with formaldehyde in the presence of a basic catalyst. The reaction product was purified and dissolved in a solvent to produce a solution of a resol-type phenol/formaldehyde resin. Starting materials: N(=O)OCCC(C)C (Isoamyl nitrite), cuprous iodide, ICI (diiodomethane), ClC1=C2N=C(N(C2=NC(=N1)N)C)C1=CC(=CC=C1)F (6-Chloro-8-(3-fluorophenyl)-9-methyl-9H-2-purinyl-amine). Solvent: O1CCCC1 (tetrahydrofuran), C(C)(=O)OCC (ethyl acetate). Yields the product ClC1=C2N=C(N(C2=NC(=N1)I)C)C1=CC(=CC=C1)F (6-chloro-8-(3-fluorophenyl)-2-iodo-9-methyl-9H-purine). The yield is 75.0%. As a reaction SMILES: [Cl:1][C:2]1[N:10]=[C:9](N)[N:8]=[C:7]2[C:3]=1[N:4]=[C:5]([C:13]1[CH:18]=[CH:17][CH:16]=[C:15]([F:19])[CH:14]=1)[N:6]2[CH3:12].[I:20]CI.N(OCCC(C)C)=O>O1CCCC1.C(OCC)(=O)C>[Cl:1][C:2]1[N:10]=[C:9]([I:20])[N:8]=[C:7]2[C:3]=1[N:4]=[C:5]([C:13]1[CH:18]=[CH:17][CH:16]=[C:15]([F:19])[CH:14]=1)[N:6]2[CH3:12]. Reported procedure: 6-Chloro-8-(3-fluorophenyl)-9-methyl-9H-2-purinyl-amine (960 g) was dissolved in 9.6 liters of tetrahydrofuran and then 774.3 g of cuprous iodide and 1.49 liters of diiodomethane were added thereto. Isoamyl nitrite (1.49 liters) was added dropwise during 1 hour into the mixture with heating under reflux. The reaction solution was heated under reflux for 15 minutes, cooled, diluted with 4 liters of ethyl acetate and then filtered through Celite followed by washing with ethyl acetate three times (... Reactants: CC(=O)O (HOAc), 1, 2, 6, 7 tetrahydroxy-camptothecin, Pb (OAc)4, CC[C@@]1(C2=C(COC1=O)C(=O)N3CC=4C=C5C=CC=CC5=NC4C3=C2)O (camptothecin), [H][H] (hydrogen), CC(=O)O (HOAc), C(C)(=O)O (acetic acid), crude mixture. The reagents and catalysts are O=[Pt]=O (PtO2). Run at time 30 minute. Yields the product CC[C@@]1(C2=C(COC1=O)C(=O)N3CC=4C=C5C=C(C=CC5=NC4C3=C2)O)O (10-Hydroxycamptothecin), solid. Reaction SMILES: [CH3:1][CH2:2][C@@:3]1([OH:26])[C:8](=[O:9])[O:7][CH2:6][C:5]2[C:10]([N:12]3[C:24](=[CH:25][C:4]1=2)[C:23]1[N:22]=[C:21]2[C:16]([CH:17]=[CH:18][CH:19]=[CH:20]2)=[CH:15][C:14]=1[CH2:13]3)=[O:11].[H][H].CC(O)=[O:31]>O=[Pt]=O>[CH3:1][CH2:2][C@@:3]1([OH:26])[C:8](=[O:9])[O:7][CH2:6][C:5]2[C:10]([N:12]3[C:24](=[CH:25][C:4]1=2)[C:23]1[N:22]=[C:21]2[C:16]([CH:17]=[C:18]([OH:31])[CH:19]=[CH:20]2)=[CH:15][C:14]=1[CH2:13]3)=[O:11]. Reported procedure: 10-Hydroxycamptothecin was prepared by subjecting camptothecin (3.2 g 0.0092 mol), 0.8 g of Pt0 (prepared by pre-reduction of 8 g of amorphous PtO2 in 80 ml of HOAc for 1.5 hr under 1 atmosphere hydrogen pressure) and acetic acid to 1 atm. of H2 for 8.5 h after which theoretical amount of H2 absorbed (slightly more than 0.4 l) and uptake of H2 gets slowed down The reaction mixture was degassed under steam of Helium and filtered through celite and washed with HOAc (20 ml). The resulting solution ...